Dataset: the Open Reaction Database (ORD), a public repository of structured organic reaction records. Task: describe an organic reaction: reactants, conditions, products, and yield Starting materials: OC1=CC=C2C(C=C(OC2=C1)C1=CC=CC=C1)=O (7-hydroxyflavone), BrCCCCCl (1-bromo-4-chlorobutane), CNC (dimethylamine). Product: CN(CCCCOC1=CC2=C(C(C=C(O2)C2=CC=CC=C2)=O)C=C1)C (7-[4-(Dimethylamino)butoxy]-2-phenyl-4H-1-benzopyran-4-one). As a reaction SMILES: [OH:1][C:2]1[CH:11]=[C:10]2[C:5]([C:6](=[O:18])[CH:7]=[C:8]([C:12]3[CH:17]=[CH:16][CH:15]=[CH:14][CH:13]=3)[O:9]2)=[CH:4][CH:3]=1.Br[CH2:20][CH2:21][CH2:22][CH2:23]Cl.[CH3:25][NH:26][CH3:27]>>[CH3:25][N:26]([CH3:27])[CH2:20][CH2:21][CH2:22][CH2:23][O:1][C:2]1[CH:3]=[CH:4][C:5]2[C:6](=[O:18])[CH:7]=[C:8]([C:12]3[CH:17]=[CH:16][CH:15]=[CH:14][CH:13]=3)[O:9][C:10]=2[CH:11]=1. Procedure details: The compound was prepared by a method similar to Example 1 from 7-hydroxyflavone, 1-bromo-4-chlorobutane and dimethylamine: mp 95°-96° C. Reactants: CC[BH-](CC)CC, C1CCOC1, COC(=O)c1ccc(CC(NC(=O)c2ccc(F)c(C(F)(F)F)c2)(c2cc(F)cc(OC(F)(F)C(F)F)c2)c2ccc(F)c(C(F)(F)F)c2)cc1, [Li+]. Product: O=C(NC(Cc1ccc(CO)cc1)(c1cc(F)cc(OC(F)(F)C(F)F)c1)c1ccc(F)c(C(F)(F)F)c1)c1ccc(F)c(C(F)(F)F)c1. As a reaction SMILES: [CH2:52]([BH-:53]([CH2:54][CH3:55])[CH2:56][CH3:57])[CH3:58].[CH2:60]1[O:61][CH2:62][CH2:63][CH2:64]1.[F:1][c:2]1[c:3]([C:48]([F:49])([F:50])[F:51])[cH:4][c:5]([C:6](=[O:7])[NH:8][C:9]([CH2:10][c:11]2[cH:12][cH:13][c:14]([C:15](=[O:16])[O:17][CH3:18])[cH:19][cH:20]2)([c:21]2[cH:22][c:23]([F:34])[cH:24][c:25]([O:27][C:28]([CH:29]([F:30])[F:31])([F:32])[F:33])[cH:26]2)[c:35]2[cH:36][c:37]([C:42]([F:43])([F:44])[F:45])[c:38]([F:41])[cH:39][cH:40]2)[cH:46][cH:47]1.[Li+:59]>>[F:1][c:2]1[c:3]([C:48]([F:49])([F:50])[F:51])[cH:4][c:5]([C:6](=[O:7])[NH:8][C:9]([CH2:10][c:11]2[cH:12][cH:13][c:14]([CH2:15][OH:16])[cH:19][cH:20]2)([c:21]2[cH:22][c:23]([F:34])[cH:24][c:25]([O:27][C:28]([CH:29]([F:30])[F:31])([F:32])[F:33])[cH:26]2)[c:35]2[cH:36][c:37]([C:42]([F:43])([F:44])[F:45])[c:38]([F:41])[cH:39][cH:40]2)[cH:46][cH:47]1. Reactants: CCOC(=O)C1C2CN(c3cnc(N(C(=O)OC(C)(C)C)C(=O)OC(C)(C)C)c(-c4nnc(-c5ccc(CN(C)C(=O)OC(C)(C)C)cc5)o4)n3)CC21, CO, [Na+], [OH-]. As a reaction SMILES: [C:1]([CH3:2])([CH3:3])([CH3:4])[O:5][C:6](=[O:7])[N:8]([c:9]1[n:10][cH:11][c:12]([N:36]2[CH2:37][CH:38]3[CH:39]([C:42](=[O:43])[O:44][CH2:45][CH3:46])[CH:40]3[CH2:41]2)[n:13][c:14]1-[c:15]1[o:16][c:17](-[c:20]2[cH:21][cH:22][c:23]([CH2:26][N:27]([CH3:28])[C:29](=[O:30])[O:31][C:32]([CH3:33])([CH3:34])[CH3:35])[cH:24][cH:25]2)[n:18][n:19]1)[C:47](=[O:48])[O:49][C:50]([CH3:51])([CH3:52])[CH3:53].[CH3:56][OH:57].[Na+:55].[OH-:54]>>[C:1]([CH3:2])([CH3:3])([CH3:4])[O:5][C:6](=[O:7])[N:8]([c:9]1[n:10][cH:11][c:12]([N:36]2[CH2:37][CH:38]3[CH:39]([C:42](=[O:43])[OH:44])[CH:40]3[CH2:41]2)[n:13][c:14]1-[c:15]1[o:16][c:17](-[c:20]2[cH:21][cH:22][c:23]([CH2:26][N:27]([CH3:28])[C:29](=[O:30])[O:31][C:32]([CH3:33])([CH3:34])[CH3:35])[cH:24][cH:25]2)[n:18][n:19]1)[C:47](=[O:48])[O:49][C:50]([CH3:51])([CH3:52])[CH3:53]. Yields the product CN(Cc1ccc(-c2nnc(-c3nc(N4CC5C(C4)C5C(=O)O)cnc3N(C(=O)OC(C)(C)C)C(=O)OC(C)(C)C)o2)cc1)C(=O)OC(C)(C)C. Starting materials: [N+](=O)([O-])C1=CC=C(OC(C(=O)O)C)C=C1 (2-(4-nitrophenoxy)-propionic acid), S(=O)(Cl)Cl (thionyl chloride). Solvent: CN(C=O)C (dimethyl formamide). Product: [N+](=O)([O-])C1=CC=C(OC(C(=O)Cl)C)C=C1 (2-(4-nitrophenoxy)-propionyl chloride). As a reaction SMILES: [N+:1]([C:4]1[CH:15]=[CH:14][C:7]([O:8][CH:9]([CH3:13])[C:10](O)=[O:11])=[CH:6][CH:5]=1)([O-:3])=[O:2].S(Cl)([Cl:18])=O>CN(C)C=O>[N+:1]([C:4]1[CH:15]=[CH:14][C:7]([O:8][CH:9]([CH3:13])[C:10]([Cl:18])=[O:11])=[CH:6][CH:5]=1)([O-:3])=[O:2]. Reported procedure: A mixture of 2-(4-nitrophenoxy)-propionic acid (40 g), thionyl chloride (80 ml) and dimethyl formamide (0.5 ml) was refluxed for 5 hours. Excess thionyl chloride was distilled off under reduced pressure. Dry toluene (20 ml) was added to the reaction mixture and solvent was removed under reduced pressure to obtain 2-(4-nitrophenoxy)-propionyl chloride (40 g) as light brown liquid.